This data is from the Open Reaction Database (ORD), a public repository of structured organic reaction records. The task is: describe an organic reaction: reactants, conditions, products, and yield The reactants are COc1cc(O[Si](C)(C)C(C)(C)C(C)C)c2c(c1C)C(=O)OCC(COC(c1ccccc1)(c1ccccc1)c1ccccc1)CCC(=O)NC(c1nc(C)no1)CSC2, CO, O, Cc1ccc(S(=O)(=O)O)cc1. The product is COc1cc(O[Si](C)(C)C(C)(C)C(C)C)c2c(c1C)C(=O)OCC(CO)CCC(=O)NC(c1nc(C)no1)CSC2. As a reaction SMILES: [CH3:1][Si:2]([O:3][c:4]1[cH:5][c:6]([O:52][CH3:53])[c:7]([CH3:51])[c:8]2[c:21]1[CH2:20][S:19][CH2:18][CH:17]([c:22]1[n:23][c:24]([CH3:27])[n:25][o:26]1)[NH:16][C:15](=[O:28])[CH2:14][CH2:13][CH:12]([CH2:29][O:30][C:31]([c:32]1[cH:33][cH:34][cH:35][cH:36][cH:37]1)([c:38]1[cH:39][cH:40][cH:41][cH:42][cH:43]1)[c:44]1[cH:45][cH:46][cH:47][cH:48][cH:49]1)[CH2:11][O:10][C:9]2=[O:50])([C:54]([CH:55]([CH3:56])[CH3:57])([CH3:58])[CH3:59])[CH3:60].[CH3:73][OH:74].[OH2:61].[c:62]1([CH3:63])[cH:64][cH:65][c:66]([S:67]([OH:68])(=[O:69])=[O:70])[cH:71][cH:72]1>>[CH3:1][Si:2]([O:3][c:4]1[cH:5][c:6]([O:52][CH3:53])[c:7]([CH3:51])[c:8]2[c:21]1[CH2:20][S:19][CH2:18][CH:17]([c:22]1[n:23][c:24]([CH3:27])[n:25][o:26]1)[NH:16][C:15](=[O:28])[CH2:14][CH2:13][CH:12]([CH2:29][OH:30])[CH2:11][O:10][C:9]2=[O:50])([C:54]([CH:55]([CH3:56])[CH3:57])([CH3:58])[CH3:59])[CH3:60]. The reactants are OC1=C(C=C(C(=O)OC)C=C1)N1C=CC=C1 (methyl 4-hydroxy-3-(pyrrol-1-yl)benzoate), O=C1OCCO1 (2-oxo-1,3-dioxolane), resultant mixture. Reagents/catalysts: [I-].C(C)[N+](CC)(CC)CC (tetraethylammonium iodide). Run in C(C)(=O)OCC (ethyl acetate), O1CCCC1 (tetrahydrofuran). Run at temperature 140 celsius. Yields the product OCCOC1=C(C=C(C(=O)OC)C=C1)N1C=CC=C1 (methyl 4-(2-hydroxyethoxy)-3-(pyrrol-1-yl)benzoate). Isolated yield 69.3%. Reaction SMILES: [OH:1][C:2]1[CH:11]=[CH:10][C:5]([C:6]([O:8][CH3:9])=[O:7])=[CH:4][C:3]=1[N:12]1[CH:16]=[CH:15][CH:14]=[CH:13]1.O=C1O[CH2:21][CH2:20][O:19]1>[I-].C([N+](CC)(CC)CC)C.C(OCC)(=O)C.O1CCCC1>[OH:19][CH2:20][CH2:21][O:1][C:2]1[CH:11]=[CH:10][C:5]([C:6]([O:8][CH3:9])=[O:7])=[CH:4][C:3]=1[N:12]1[CH:16]=[CH:15][CH:14]=[CH:13]1 |f:2.3|. Procedure: The mixture of methyl 4-hydroxy-3-(pyrrol-1-yl)benzoate (1.5 g), 2-oxo-1,3-dioxolane (0.61 g) and tetraethylammonium iodide (0.38 g) was heated at 140° C. for 3 hours. The resultant mixture was dissolved in the solution of ethyl acetate and tetrahydrofuran. The solution was washed with water and dried over magnesium sulfate. Evaporation of the solvent gave the residue, which was purified by column chromatography on silica gel eluting with the solution of chloroform and ethyl acetate (9:1, V/V). ... Reactants: ester, O1C(=CC2=C1C=CC=C2)CNC(OC(C)(C)C)=O (tert-butyl benzofuran-2-ylmethylcarbamate), O (H2O), COC(=O)C=1C=C(C(=O)O)C=CC1 (3-(methoxycarbonyl)benzoic acid), CCN=C=NCCCN(C)C.Cl (EDCI.HCl), C=1C=CC2=C(C1)N=NN2O (HOBT), N[C@H]([C@@H](CNCC=1C=NC=C(C1)C(C)C)O)CC1=CC=CC=C1 ((2R,3S)-3-amino-1-((5-isopropylpyridin-3-yl)methylamino)-4-phenylbutan-2-ol), CCN(C(C)C)C(C)C (DIPEA). Solvent: C(Cl)Cl (CH2Cl2), C(Cl)Cl (CH2Cl2). Reaction conditions: time 1 hour. The product is O[C@@H]([C@H](CC1=CC=CC=C1)NC(=O)C=1C=C(C(=O)OC)C=CC1)CNCC=1C=NC=C(C1)C(C)C (methyl 3-((2S,3R)-3-hydroxy-4-((5-isopropylpyridin-3-yl)methylamino)-1-phenylbutan-2-ylcarbamoyl)benzoate). Isolated yield 69.0%. As a reaction SMILES: CCN=C=NCCCN(C)C.Cl.C1C=CC2N(O)N=NC=2C=1.O.[CH3:24][O:25][C:26]([C:28]1[CH:29]=[C:30]([CH:34]=[CH:35][CH:36]=1)[C:31]([OH:33])=O)=[O:27].[NH2:37][C@@H:38]([CH2:53][C:54]1[CH:59]=[CH:58][CH:57]=[CH:56][CH:55]=1)[C@H:39]([OH:52])[CH2:40][NH:41][CH2:42][C:43]1[CH:44]=[N:45][CH:46]=[C:47]([CH:49]([CH3:51])[CH3:50])[CH:48]=1.CCN(C(C)C)C(C)C.O1C2C=CC=CC=2C=C1CNC(=O)OC(C)(C)C>C(Cl)Cl>[OH:52][C@H:39]([CH2:40][NH:41][CH2:42][C:43]1[CH:44]=[N:45][CH:46]=[C:47]([CH:49]([CH3:51])[CH3:50])[CH:48]=1)[C@@H:38]([NH:37][C:31]([C:30]1[CH:29]=[C:28]([CH:36]=[CH:35][CH:34]=1)[C:26]([O:25][CH3:24])=[O:27])=[O:33])[CH2:53][C:54]1[CH:55]=[CH:56][CH:57]=[CH:58][CH:59]=1 |f:0.1|. Procedure: EDCI.HCl (0.175 g, 0.915 mmol, 1.1 eq) and HOBT.H2O (0.124 g, 0.915 mmol, 1.1 eq) were added to a stirred solution of 3-(methoxycarbonyl)benzoic acid in 5 ml anhydrous CH2Cl2 at 0° C. under Ar. In a separate flask (2R,3S)-3-amino-1-((5-isopropylpyridin-3-yl)methylamino)-4-phenylbutan-2-ol (0.3118 g, 0.832 mmol, 1.1 eq) in 3 ml anhydrous CH2Cl2 under Ar was treated with DIPEA (1.2 ml, 0.86 g, 6.66 mmol, 8 eq). After both solutions had stirred for 1 h, the active ester was treated with the free-ba... Starting materials: COc1cc(N2CCNC(C(C)C)C2)ccc1[N+](=O)[O-], C=CS(C)(=O)=O, C1COCCO1. Product: COc1cc(N2CCN(CCS(C)(=O)=O)C(C(C)C)C2)ccc1[N+](=O)[O-]. As a reaction SMILES: [CH3:1][CH:2]([CH3:3])[CH:4]1[CH2:5][N:6]([c:10]2[cH:11][c:12]([O:19][CH3:20])[c:13]([N+:16](=[O:17])[O-:18])[cH:14][cH:15]2)[CH2:7][CH2:8][NH:9]1.[CH:21](=[CH2:22])[S:23](=[O:24])(=[O:25])[CH3:26].[O:27]1[CH2:28][CH2:29][O:30][CH2:31][CH2:32]1>>[CH3:1][CH:2]([CH3:3])[CH:4]1[CH2:5][N:6]([c:10]2[cH:11][c:12]([O:19][CH3:20])[c:13]([N+:16](=[O:17])[O-:18])[cH:14][cH:15]2)[CH2:7][CH2:8][N:9]1[CH2:22][CH2:21][S:23](=[O:24])(=[O:25])[CH3:26]. Reactants: C(CCCC)C1CCC(CC1)(C1(CCCCC1)C=O)C1=C(C(=CC=C1)F)F (1-[4-pentyl-(2,3-difluorophenyl)cyclohexyl]-cyclohexanecarboaldehyde), [H-].[Al+3].[Li+].[H-].[H-].[H-] (Lithium aluminum hydride), N (ammonia), C(C)(=O)OCC (ethyl acetate). The product is OCC1CCC(CC1)C1(CCC(CC1)CCCCC)C1=C(C(=CC=C1)F)F (4-hydroxymethyl-[4-pentyl-(2,3-difluorophenyl)cyclohexyl]-cyclohexane). As a reaction SMILES: [H-].[Al+3].[Li+].[H-].[H-].[H-].[CH2:7]([CH:12]1[CH2:17][CH2:16][C:15]([C:26]2[CH:31]=[CH:30][CH:29]=[C:28]([F:32])[C:27]=2[F:33])([C:18]2(C=O)[CH2:23][CH2:22][CH2:21][CH2:20][CH2:19]2)[CH2:14][CH2:13]1)[CH2:8][CH2:9][CH2:10][CH3:11].[C:34](OCC)(=[O:36])C.N>C1COCC1>[OH:36][CH2:34][CH:21]1[CH2:22][CH2:23][CH:18]([C:15]2([C:26]3[CH:31]=[CH:30][CH:29]=[C:28]([F:32])[C:27]=3[F:33])[CH2:16][CH2:17][CH:12]([CH2:7][CH2:8][CH2:9][CH2:10][CH3:11])[CH2:13][CH2:14]2)[CH2:19][CH2:20]1 |f:0.1.2.3.4.5|. Reaction conditions: time 2 hour. Reported procedure: Lithium aluminum hydride (0.45 g) was suspended in THF (100 ml). The compound (40) (7.5 g) dissolved in THF (100 ml) was added dropwise to this suspension in the temperature range of −20° C. to −10° C., and the mixture was stirred in this temperature range for another 2 hours. After the termination of the reaction had been confirmed by GC analysis, ethyl acetate and a saturated aqueous solution of ammonia were sequentially added to the reaction mixture under ice-cooling, and deposits were remove... Run in C1CCOC1 (THF), C1CCOC1 (THF).